This data is from the Open Reaction Database (ORD), a public repository of structured organic reaction records. The task is: describe an organic reaction: reactants, conditions, products, and yield The reactants are C(C)(=O)O[C@@H](C(=O)O)[C@@H]1C(N(CCO1)C1=CC=C2C=CC(NC2=C1)=O)=O ((2R)-2-acetyloxy-2-[(2R)-3-oxo-4-(2-oxo-1H-quinolin-7-yl)morpholin-2-yl]acetic acid), NC1=CC2=C(C(=NO2)N2C(C3=CC=CC=C3C2=O)=O)C=C1 (6-amino-3-(1,3-dioxoisoindol-2-yl)-1,2-benzisoxazole). Yields the product O=C1N(C(C2=CC=CC=C12)=O)C1=NOC2=C1C=CC(=C2)NC([C@@H]([C@@H]2C(N(CCO2)C2=CC=C1C=CC(NC1=C2)=O)=O)OC(C)=O)=O ([(1R)-2-[[3-(1,3-dioxoisoindol-2-yl)-1,2-benzisoxazol-6-yl]amino]-2-oxo-1-[(2R)-3-oxo-4-(2-oxo-1H-quinolin-7-yl)morpholin-2-yl]ethyl]acetate). RXN SMILES: [C:1]([O:4][C@H:5]([C@H:9]1[O:14][CH2:13][CH2:12][N:11]([C:15]2[CH:24]=[C:23]3[C:18]([CH:19]=[CH:20][C:21](=[O:25])[NH:22]3)=[CH:17][CH:16]=2)[C:10]1=[O:26])[C:6](O)=[O:7])(=[O:3])[CH3:2].[NH2:27][C:28]1[CH:47]=[CH:46][C:31]2[C:32]([N:35]3[C:43](=[O:44])[C:42]4[C:37](=[CH:38][CH:39]=[CH:40][CH:41]=4)[C:36]3=[O:45])=[N:33][O:34][C:30]=2[CH:29]=1>>[O:45]=[C:36]1[C:37]2[C:42](=[CH:41][CH:40]=[CH:39][CH:38]=2)[C:43](=[O:44])[N:35]1[C:32]1[C:31]2[CH:46]=[CH:47][C:28]([NH:27][C:6](=[O:7])[C@H:5]([O:4][C:1](=[O:3])[CH3:2])[C@H:9]3[O:14][CH2:13][CH2:12][N:11]([C:15]4[CH:24]=[C:23]5[C:18]([CH:19]=[CH:20][C:21](=[O:25])[NH:22]5)=[CH:17][CH:16]=4)[C:10]3=[O:26])=[CH:29][C:30]=2[O:34][N:33]=1. Procedure: According to the Step 15-1 in the synthetic method for Example aa15, (2R)-2-acetyloxy-2-[(2R)-3-oxo-4-(2-oxo-1H-quinolin-7-yl)morpholin-2-yl]acetic acid (compound aa7-4) and 6-amino-3-(1,3-dioxoisoindol-2-yl)-1,2-benzisoxazole can be used to obtain [(1R)-2-[[3-(1,3-dioxoisoindol-2-yl)-1,2-benzisoxazol-6-yl]amino]-2-oxo-1-[(2R)-3-oxo-4-(2-oxo-1H-quinolin-7-yl)morpholin-2-yl]ethyl]acetate (compound ap2-1), then further treatment can be achieved according to the Step 15-2 to obtain the title compou... Starting materials: ClC1=NC=NC(=C1C1=CC=C(C=C1)C)Cl (4,6-dichloro-5-(4-methylphenyl)pyrimidine), N (ammonia). The solvent is CCOCC (ether), CO (methanol). Product: NC1=NC=NC(=C1C1=CC=C(C=C1)C)Cl (4-amino-6-chloro-5-(4-methyl-phenyl)pyrimidine). Reaction SMILES: [Cl:1][C:2]1[C:7]([C:8]2[CH:13]=[CH:12][C:11]([CH3:14])=[CH:10][CH:9]=2)=[C:6](Cl)[N:5]=[CH:4][N:3]=1.[NH3:16]>CCOCC.CO>[NH2:16][C:6]1[C:7]([C:8]2[CH:13]=[CH:12][C:11]([CH3:14])=[CH:10][CH:9]=2)=[C:2]([Cl:1])[N:3]=[CH:4][N:5]=1. Reported procedure: To a solution of 4,6-dichloro-5-(4-methylphenyl)pyrimidine (4.14 g) in ether (20 ml) is added 27% ammonia in methanol solution (30 ml), and the mixture is reacted at room temperature for three days in a sealed tube. The mixture is evaporated under reduced pressure to remove the solvent, and the residue is purified by silica gel column chromatography (solvent; hexane:ethyl acetate=10:1~ethyl acetate only) to give 4-amino-6-chloro-5-(4-methyl-phenyl)pyrimidine (1.89 g). The reactants are BrBr (Br2), [OH-].[Na+] (NaOH), CC(CC(C)=O)(C)C1=CC=CC=C1 (4-methyl-4-phenyl-2-pentanone). Run in ice H2O. Reaction conditions: time 18 hour. The product is CC(CC(=O)O)(C)C1=CC=CC=C1 (3-Methyl-3-phenylbutanoic acid). As a reaction SMILES: [OH-:1].[Na+].BrBr.[CH3:5][C:6]([C:12]1[CH:17]=[CH:16][CH:15]=[CH:14][CH:13]=1)([CH3:11])[CH2:7][C:8](=[O:10])C>>[CH3:11][C:6]([C:12]1[CH:17]=[CH:16][CH:15]=[CH:14][CH:13]=1)([CH3:5])[CH2:7][C:8]([OH:10])=[O:1] |f:0.1|. Reported procedure: To a solution of NaOH (47.2 g, 1.18 mole) in ice/H2O (270 g) maintained at 4°-5° C. was added Br2 (68.7 g, 0.43 mole) followed by 4-methyl-4-phenyl-2-pentanone (23.7 g, 0.135 mole). The reaction was stirred for 18 hours at room temperature. The crude reaction mixture was extracted with CCl4 (discarded), acidified to pH 1-2 with concentrated HCl solution and extracted with ethyl acetate. The combined organics were washed with saturated NaCl solution, dried over Na2SO4 and evaporated in vacuo to o... Starting materials: ClC=1C=C(C=CC1C1CCCCC1)CC(C(=O)OCC)O (ethyl β-(3-chloro-4-cyclohexylphenyl)lactate), P(Br)(Br)(Br)(Br)Br (phosphorus pentabromide). Solvent: petroleum ether. The product is BrC(C(=O)OCC)CC1=CC(=C(C=C1)C1CCCCC1)Cl (ethyl α-bromo-β-(3-chloro-4-cyclohexylphenyl)propionate). RXN SMILES: [Cl:1][C:2]1[CH:3]=[C:4]([CH2:14][CH:15](O)[C:16]([O:18][CH2:19][CH3:20])=[O:17])[CH:5]=[CH:6][C:7]=1[CH:8]1[CH2:13][CH2:12][CH2:11][CH2:10][CH2:9]1.P(Br)(Br)(Br)(Br)[Br:23]>>[Br:23][CH:15]([CH2:14][C:4]1[CH:5]=[CH:6][C:7]([CH:8]2[CH2:13][CH2:12][CH2:11][CH2:10][CH2:9]2)=[C:2]([Cl:1])[CH:3]=1)[C:16]([O:18][CH2:19][CH3:20])=[O:17]. Procedure: To 15.6 g. (0.0476 moles) of ethyl β-(3-chloro-4-cyclohexylphenyl)lactate there is added slowly with stirring at 40°-50°C 23 g. (0.053 moles) of phosphorus pentabromide. The mixture is stirred at room temperature for 16 hours, then diluted with 70 ml. of petroleum ether, and poured into 125 ml. of ice-cold water. The organic phase is separated, washed with saturated aqueous sodium hydrogen carbonate solution, dried over anhydrous sodium sulfate, filtered and the solvent removed in vacuo to obtai... The reactants are COC([C@H]1C[C@@H](CO1)O)OC.CC1=CC=C(C=C1)S(=O)(=O)[O-] ((3S-trans)-tetrahydro-5-(dimethoxymethyl)-3-furanol 4-methylbenzenesulfonate), resultant mixture, N1=CN=C2N=CNC2=C1N (adenine), C(=O)([O-])[O-].[K+].[K+] (K2CO3), C1COCCOCCOCCOCCOCCO1 (18-crown-6). Solvent: CN(C)C=O (DMF), CO (MeOH), CN(C)C=O (DMF). Conditions: time 30 minute. Product: COC([C@H]1C[C@H](CO1)N1C2=NC=NC(=C2N=C1)N)OC ((3R-cis)-9-[tetrahydro-5-(dimethyoxymethyl)-3-furanyl]-9H-purin-6-amine). RXN SMILES: [N:1]1[C:9]([NH2:10])=[C:8]2[C:4]([N:5]=[CH:6][NH:7]2)=[N:3][CH:2]=1.C([O-])([O-])=O.[K+].[K+].C1OCCOCCOCCOCCOCCOC1.[CH3:35][O:36][CH:37]([O:44][CH3:45])[C@@H:38]1[O:42][CH2:41][C@@H:40](O)[CH2:39]1.CC1C=CC(S([O-])(=O)=O)=CC=1>CN(C=O)C.CO>[CH3:35][O:36][CH:37]([O:44][CH3:45])[C@@H:38]1[O:42][CH2:41][C@H:40]([N:5]2[CH:6]=[N:7][C:8]3[C:4]2=[N:3][CH:2]=[N:1][C:9]=3[NH2:10])[CH2:39]1 |f:1.2.3,5.6|. Procedure details: To a flame-dried argon blanketed round bottom flask equipped with a magnetic stir bar and condenser was added adenine (2.14 g, 15.8 mmole), K2CO3 (4.37 g, 31.6 mmole), 18-crown-6 (417 mg, 1.58 mmole) and DMF (400 mL). This mixture was allowed to stir at room temperature for 30 minutes under a stream of argon. A solution of (3S-trans)-tetrahydro-5-(dimethoxymethyl)-3-furanol-4-methylbenzenesulfonate. Compound IV(e), (5.0 g, 15.8 mmole) in 100 mL DMF was then added dropwise to the stirring mixture... Reactants: O=C([O-])[O-], CN(C)C=O, ClCCCN1CCNCC1, [K+], [K+], Nc1nc(S)nc2c1nc(O)n2Cc1ccccc1. Yields the product Nc1nc(SCCCN2CCNCC2)nc2c1nc(O)n2Cc1ccccc1. RXN SMILES: [C:20](=[O:21])([O-:22])[O-:23].[CH3:36][N:37]([CH3:38])[CH:39]=[O:40].[Cl:26][CH2:27][CH2:28][CH2:29][N:30]1[CH2:31][CH2:32][NH:33][CH2:34][CH2:35]1.[K+:24].[K+:25].[NH2:1][c:2]1[c:3]2[n:4][c:5]([OH:19])[n:6]([CH2:12][c:13]3[cH:14][cH:15][cH:16][cH:17][cH:18]3)[c:7]2[n:8][c:9]([SH:11])[n:10]1>>[NH2:1][c:2]1[c:3]2[n:4][c:5]([OH:19])[n:6]([CH2:12][c:13]3[cH:14][cH:15][cH:16][cH:17][cH:18]3)[c:7]2[n:8][c:9]([S:11][CH2:27][CH2:28][CH2:29][N:30]2[CH2:31][CH2:32][NH:33][CH2:34][CH2:35]2)[n:10]1. Starting materials: FC1=CC(=C(C=C1)NC=1C2=C(N=CN1)SC(=C2C)C(=O)OC)O (methyl 4-(4-fluoro-2-hydroxyphenylamino)-5-methylthieno[2,3-d]pyrimidine-6-carboxylate), OC(CNC(OC(C)(C)C)=O)CC (tert-butyl 2-hydroxybutylcarbamate). The product is C(C)(C)(C)OC(=O)NCC(CC)OC1=C(C=CC(=C1)F)NC=1C2=C(N=CN1)SC(=C2C)C(=O)OC (Methyl 4-(2-(1-(tert-butoxycarbonylamino)butan-2yloxy)-4-fluorophenylamino)-5-methyl-thieno[2,3-d]pyrimidine-6-carboxylate). As a reaction SMILES: [F:1][C:2]1[CH:7]=[CH:6][C:5]([NH:8][C:9]2[C:10]3[C:17]([CH3:18])=[C:16]([C:19]([O:21][CH3:22])=[O:20])[S:15][C:11]=3[N:12]=[CH:13][N:14]=2)=[C:4]([OH:23])[CH:3]=1.O[CH:25]([CH2:35][CH3:36])[CH2:26][NH:27][C:28](=[O:34])[O:29][C:30]([CH3:33])([CH3:32])[CH3:31]>>[C:30]([O:29][C:28]([NH:27][CH2:26][CH:25]([O:23][C:4]1[CH:3]=[C:2]([F:1])[CH:7]=[CH:6][C:5]=1[NH:8][C:9]1[C:10]2[C:17]([CH3:18])=[C:16]([C:19]([O:21][CH3:22])=[O:20])[S:15][C:11]=2[N:12]=[CH:13][N:14]=1)[CH2:35][CH3:36])=[O:34])([CH3:33])([CH3:32])[CH3:31]. Procedure: Synthesized analogously to example 9.1 using methyl 4-(4-fluoro-2-hydroxyphenylamino)-5-methylthieno[2,3-d]pyrimidine-6-carboxylate and tert-butyl 2-hydroxybutylcarbamate.